This data is from the Open Reaction Database (ORD), a public repository of structured organic reaction records. The task is: describe an organic reaction: reactants, conditions, products, and yield Starting materials: BrCCCOC1=CC(=C(C=C1)C)[N+](=O)[O-] (4-(3-bromo-propoxy)-1-methyl-2-nitro-benzene), C(=O)([O-])[O-].[K+].[K+] (K2CO3), N1CCOCC1 (morpholine). The solvent is O1CCOCC1 (dioxane), O (water). Reaction conditions: temperature 100 celsius. The product is CC1=C(C=C(OCCCN2CCOCC2)C=C1)[N+](=O)[O-] (4-[3-(4-Methyl-3-nitro-phenoxy)-propyl]-morpholine). As a reaction SMILES: Br[CH2:2][CH2:3][CH2:4][O:5][C:6]1[CH:11]=[CH:10][C:9]([CH3:12])=[C:8]([N+:13]([O-:15])=[O:14])[CH:7]=1.C([O-])([O-])=O.[K+].[K+].[NH:22]1[CH2:27][CH2:26][O:25][CH2:24][CH2:23]1>O1CCOCC1.O>[CH3:12][C:9]1[CH:10]=[CH:11][C:6]([O:5][CH2:4][CH2:3][CH2:2][N:22]2[CH2:27][CH2:26][O:25][CH2:24][CH2:23]2)=[CH:7][C:8]=1[N+:13]([O-:15])=[O:14] |f:1.2.3|. Reported procedure: A solution of the 4-(3-bromo-propoxy)-1-methyl-2-nitro-benzene V-h (500 mg, 1.82 mmol) in dry dioxane (30 mL) was treated with K2CO3 (1.01 g, 7.28 mmol) and morpholine (319 μl, 3.65 mmol) and heated to 100° C. for 6 h. The cooled mixture was diluted with water and extracted with DCM. The combined organics were dried (MgSO4), filtered and evaporated before purification by column chromatography (SiO2; eluting with 2% EtOH in DCM) to afford the desired product as a yellow-orange oil V-i (356 mg, 70... Starting materials: CCc1nc2ccccc2n1-c1nc(N2CCOCC2)c2nc(C3(O)CN(C(=O)OC(C)(C)C)C3)n(C)c2n1, C1CCOC1, [H-], CI, [Na+]. Yields the product CCc1nc2ccccc2n1-c1nc(N2CCOCC2)c2nc(C3(OC)CN(C(=O)OC(C)(C)C)C3)n(C)c2n1. RXN SMILES: [C:1]([CH3:2])([CH3:3])([CH3:4])[O:5][C:6](=[O:7])[N:8]1[CH2:9][C:10]([OH:12])([c:13]2[n:14]([CH3:39])[c:15]3[n:16][c:17](-[n:28]4[c:29]([CH2:37][CH3:38])[n:30][c:31]5[c:32]4[cH:33][cH:34][cH:35][cH:36]5)[n:18][c:19]([N:22]4[CH2:23][CH2:24][O:25][CH2:26][CH2:27]4)[c:20]3[n:21]2)[CH2:11]1.[CH2:44]1[O:45][CH2:46][CH2:47][CH2:48]1.[H-:41].[I:42][CH3:43].[Na+:40]>>[C:1]([CH3:2])([CH3:3])([CH3:4])[O:5][C:6](=[O:7])[N:8]1[CH2:9][C:10]([O:12][CH3:43])([c:13]2[n:14]([CH3:39])[c:15]3[n:16][c:17](-[n:28]4[c:29]([CH2:37][CH3:38])[n:30][c:31]5[c:32]4[cH:33][cH:34][cH:35][cH:36]5)[n:18][c:19]([N:22]4[CH2:23][CH2:24][O:25][CH2:26][CH2:27]4)[c:20]3[n:21]2)[CH2:11]1. Reactants: ClCCl, [K+], O=[Mn](=O)(=O)[O-], [Na+], OC(c1ccccc1)c1cccc(C2OCCO2)c1, C1COCCOCCOCCOCCOCCO1, O, O=S([O-])O. The product is O=C(c1ccccc1)c1cccc(C2OCCO2)c1. As a reaction SMILES: [Cl:49][CH2:50][Cl:51].[K+:43].[Mn:38]([O-:39])(=[O:40])(=[O:41])=[O:42].[Na+:44].[O:1]1[CH:2]([c:6]2[cH:7][c:8]([CH:12]([OH:13])[c:14]3[cH:15][cH:16][cH:17][cH:18][cH:19]3)[cH:9][cH:10][cH:11]2)[O:3][CH2:4][CH2:5]1.[O:20]1[CH2:21][CH2:22][O:23][CH2:24][CH2:25][O:26][CH2:27][CH2:28][O:29][CH2:30][CH2:31][O:32][CH2:33][CH2:34][O:35][CH2:36][CH2:37]1.[OH2:52].[OH:45][S:46](=[O:47])[O-:48]>>[O:1]1[CH:2]([c:6]2[cH:7][c:8]([C:12](=[O:13])[c:14]3[cH:15][cH:16][cH:17][cH:18][cH:19]3)[cH:9][cH:10][cH:11]2)[O:3][CH2:4][CH2:5]1. Starting materials: FC1=CC=C(C(=O)Cl)C=C1 (4-Fluoro-benzoyl chloride), acyl chloride, Cl.FC=1C=C(C=CC1)C1=NOC(=N1)C1CNCCC1 (3-[3-(3-Fluoro-phenyl)-[1,2,4]oxadiazol-5-yl]-piperidine hydrochloride). Solvent: C(Cl)Cl.CO (DCM MeOH). The product is FC1=CC=C(C=C1)C(=O)N1CC(CCC1)C1=NC(=NO1)C1=CC(=CC=C1)F ((4-Fluoro-phenyl)-{3-[3-(3-fluoro-phenyl)-[1,2,4]oxadiazol-5-yl]-piperidin-1-yl}-methanone). The yield is 50.0%. RXN SMILES: [F:1][C:2]1[CH:10]=[CH:9][C:5]([C:6](Cl)=[O:7])=[CH:4][CH:3]=1.Cl.[F:12][C:13]1[CH:14]=[C:15]([C:19]2[N:23]=[C:22]([CH:24]3[CH2:29][CH2:28][CH2:27][NH:26][CH2:25]3)[O:21][N:20]=2)[CH:16]=[CH:17][CH:18]=1>C(Cl)Cl.CO>[F:1][C:2]1[CH:10]=[CH:9][C:5]([C:6]([N:26]2[CH2:27][CH2:28][CH2:29][CH:24]([C:22]3[O:21][N:20]=[C:19]([C:15]4[CH:16]=[CH:17][CH:18]=[C:13]([F:12])[CH:14]=4)[N:23]=3)[CH2:25]2)=[O:7])=[CH:4][CH:3]=1 |f:1.2,3.4|. Reported procedure: The compound was prepared following the procedure described in the Example 3(D), using 4-Fluoro-benzoyl chloride as the acyl chloride of choice and the 3-[3-(3-Fluoro-phenyl)-[1,2,4]oxadiazol-5-yl]-piperidine hydrochloride (already prepared before in the Example 9). Yield: 50% (yellow oil); Mp=86-89° C. (beige powder); Rf=0.28 (DCM/MeOH: 98/2); LCMS (Tr): 4.88 min (Method C); MS (ES+) gave m/z: 370.3; Starting materials: C[Si](C)(C)Cl (trimethylsilyl chloride), C(CCC)[Li] (butyllithium), C(C)(C)NC(C)C (diisopropylamine), C1CCOC1 (THF), N,N-dimethyl-2-methylpropinoic acid amide. Conditions: time 30 minute. The product is CN(C(=C(C)C)[Si](C)(C)C)C (1-Dimethylamino-2-methyl-1-trimethylsilyl-propene). RXN SMILES: C([Li])[CH2:2][CH2:3][CH3:4].[CH:6]([NH:9][CH:10](C)C)(C)C.[CH3:13][Si:14](Cl)([CH3:16])[CH3:15].[CH2:18]1COCC1>>[CH3:6][N:9]([CH3:10])[C:13]([Si:14]([CH3:16])([CH3:18])[CH3:15])=[C:3]([CH3:2])[CH3:4]. Reported procedure: 294 ml (0.45 ml) of butyllithium is added in drops at −35° C. under inert gas to 0.43 mol of diisopropylamine in 300 ml of THF. Then, 50 g (0.434 mol) of N,N-dimethyl-2-methylpropinoic acid amide is added in drops at 0° C. and stirred for 30 minutes at this temperature. Then, 60.3 ml (0.47 mol) of trimethylsilyl chloride is added at −35° C. and stirred for two more hours. The solvent is distilled off in a rotary evaporator. The residue is distilled in a vacuum at 65-69° C./30 mbar. Starting materials: COC(=O)C(=O)c1ccc(OCCOc2cc3ccccc3cc2OCc2ccccc2)cc1, [H][H], C1CCOC1. Product: COC(=O)C(=O)c1ccc(OCCOc2cc3ccccc3cc2O)cc1. Reaction SMILES: [CH3:1][O:2][C:3]([C:4]([c:5]1[cH:6][cH:7][c:8]([O:11][CH2:12][CH2:13][O:14][c:15]2[cH:16][c:17]3[cH:18][cH:19][cH:20][cH:21][c:22]3[cH:23][c:24]2[O:25][CH2:26][c:27]2[cH:28][cH:29][cH:30][cH:31][cH:32]2)[cH:9][cH:10]1)=[O:33])=[O:34].[H:35][H:36].[O:37]1[CH2:38][CH2:39][CH2:40][CH2:41]1>>[CH3:1][O:2][C:3]([C:4]([c:5]1[cH:6][cH:7][c:8]([O:11][CH2:12][CH2:13][O:14][c:15]2[cH:16][c:17]3[cH:18][cH:19][cH:20][cH:21][c:22]3[cH:23][c:24]2[OH:25])[cH:9][cH:10]1)=[O:33])=[O:34]. Reported procedure: A solution of ethyl 2-allyl-2-amino-6-(4,4,5,5-tetramethyl-1,3,2-dioxaborolan-2-yl)hexanoate (0.0897 g, 0.276 mmol) in ethyl acetate (0.6 mL, 0.5 M) and saturated aqueous NaHCO3 (0.6 mL) was treated with di-tert-butyl carbonate (0.090 g, 0.414 mmol) and stirred at room temperature. After 16 h, the layers were separated and the aqueous layer was extracted with ethyl acetate. The combined organic layers were washed with saturated aqueous NaCl, dried over MgSO4, filtered and concentrated. Purificat... Run at time 16 hour. Run in C(C)(=O)OCC (ethyl acetate), C(=O)(O)[O-].[Na+] (NaHCO3). RXN SMILES: [CH2:1]([C:4]([NH2:23])([CH2:10][CH2:11][CH2:12][CH2:13][B:14]1[O:18][C:17]([CH3:20])([CH3:19])[C:16]([CH3:22])([CH3:21])[O:15]1)[C:5]([O:7][CH2:8][CH3:9])=[O:6])[CH:2]=[CH2:3].[C:24](=O)([O:30]C(C)(C)C)[O:25][C:26]([CH3:29])([CH3:28])[CH3:27]>C(OCC)(=O)C.C([O-])(O)=O.[Na+]>[CH2:1]([C:4]([NH:23][C:24]([O:25][C:26]([CH3:29])([CH3:28])[CH3:27])=[O:30])([CH2:10][CH2:11][CH2:12][CH2:13][B:14]1[O:15][C:16]([CH3:22])([CH3:21])[C:17]([CH3:20])([CH3:19])[O:18]1)[C:5]([O:7][CH2:8][CH3:9])=[O:6])[CH:2]=[CH2:3] |f:3.4|. The yield is 81.8%. Starting materials: C(C=C)C(C(=O)OCC)(CCCCB1OC(C(O1)(C)C)(C)C)N (ethyl 2-allyl-2-amino-6-(4,4,5,5-tetramethyl-1,3,2-dioxaborolan-2-yl)hexanoate), C(OC(C)(C)C)(OC(C)(C)C)=O (di-tert-butyl carbonate). The product is C(C=C)C(C(=O)OCC)(CCCCB1OC(C(O1)(C)C)(C)C)NC(=O)OC(C)(C)C (ethyl 2-allyl-2-(tert-butoxycarbonylamino)-6-(4,4,5,5-tetramethyl-1,3,2-dioxaborolan-2-yl)hexanoate). The reactants are C, CC(C)(C)OC(=O)NC1CN(C(=O)OCc2ccccc2)CC1C1CC1, CCO, [H][H], [Pd]. The product is CC(C)(C)OC(=O)NC1CNCC1C1CC1. RXN SMILES: [C:29].[CH2:1]([O:2][C:3](=[O:4])[N:11]1[CH2:12][CH:13]([NH:19][C:20](=[O:21])[O:22][C:23]([CH3:24])([CH3:25])[CH3:26])[CH:14]([CH:16]2[CH2:17][CH2:18]2)[CH2:15]1)[c:5]1[cH:6][cH:7][cH:8][cH:9][cH:10]1.[CH3:31][CH2:32][OH:33].[H:27][H:28].[Pd:30]>>[NH:11]1[CH2:12][CH:13]([NH:19][C:20](=[O:21])[O:22][C:23]([CH3:24])([CH3:25])[CH3:26])[CH:14]([CH:16]2[CH2:17][CH2:18]2)[CH2:15]1.